Dataset: the Open Reaction Database (ORD), a public repository of structured organic reaction records. Task: describe an organic reaction: reactants, conditions, products, and yield The reactants are O[C@@H]1[C@H](N(CC1)C(=O)OC(C)(C)C)C(=O)OCC (1-(1,1-dimethylethyl) 2-ethyl(2S,3S)-3-hydroxy-1,2-pyrrolidinedicarboxylate), N1C=NC=C1 (imidazole), Cl[Si](C)(C)C(C)(C)C (chloro(1,1-dimethylethyl)dimethylsilane). The reagents and catalysts are CN(C)C1=NC=CC=C1 (dimethylaminopyridine). Run in O (water), Cl (HCl). The product is CC(C)(C)[Si](O[C@@H]1[C@H](N(CC1)C(=O)OC(C)(C)C)C(=O)OCC)(C)C (1-(1,1-Dimethylethyl) 2-ethyl(2S,3S)-3-{[(1,1-dimethylethyl)(dimethyl)silyl]oxy}-1,2-pyrrolidinedicarboxylate). Isolated yield 88.4%. Reaction SMILES: [OH:1][C@H:2]1[CH2:6][CH2:5][N:4]([C:7]([O:9][C:10]([CH3:13])([CH3:12])[CH3:11])=[O:8])[C@@H:3]1[C:14]([O:16][CH2:17][CH3:18])=[O:15].N1C=CN=C1.Cl[Si:25]([C:28]([CH3:31])([CH3:30])[CH3:29])([CH3:27])[CH3:26]>O.Cl.CN(C1C=CC=CN=1)C>[CH3:29][C:28]([Si:25]([CH3:27])([CH3:26])[O:1][C@H:2]1[CH2:6][CH2:5][N:4]([C:7]([O:9][C:10]([CH3:13])([CH3:12])[CH3:11])=[O:8])[C@@H:3]1[C:14]([O:16][CH2:17][CH3:18])=[O:15])([CH3:31])[CH3:30]. Procedure: 1-(1,1-dimethylethyl) 2-ethyl(2S,3S)-3-hydroxy-1,2-pyrrolidinedicarboxylate (8.98 g, 34.7 mmol), imidazole (2.36 g, 34.7 mmol), dimethylaminopyridine (50 mg, catalytic) and chloro(1,1-dimethylethyl)dimethylsilane (4.96 g, 32.9 mmol) were stirred at room temperature for 16 hours. The reaction was diluted with water and 1N HCl to make the mixture acidic. The mixture was extracted three times with methylene chloride. The organic layer was washed with 1M HCl, dried over MgSO4 to give the title compo... Reactants: chloroformic acid ester, ClC(=O)OC1=CC=CC=C1 (phenyl chloroformate), ClC(=O)OCC(Cl)(Cl)Cl (trichloroethyl chloroformate), alcohol 1-hydroxy-1-(2-thenyl)-3-dimethylaminopropane, alkali metal hydride, FC1=CC=CC2=CC=CC=C12 (1-fluoro-naphthalene), C(N)([O-])=O (carbamate), CN(C)CCC(C=1SC=CC1)OC1=CC=CC2=CC=CC=C12 (N,N-dimethyl-3-(1-naphthyloxy)-3-(2-thienyl) propylamine), naphthyl, hydrides, alcohol, [K] (potassium). The reagents and catalysts are [Zn] (zinc). Run in C(=O)O (formic acid). Yields the product CNCCC(C=1SC=CC1)OC1=CC=CC2=CC=CC=C12 (N-methyl-3-(1-naphthyloxy)-3-(2-thienyl) propylamine). RXN SMILES: FC1C2C(=CC=CC=2)C=CC=1.[K].[CH3:13][N:14]([CH2:16][CH2:17][CH:18]([O:24][C:25]1[C:34]2[C:29](=[CH:30][CH:31]=[CH:32][CH:33]=2)[CH:28]=[CH:27][CH:26]=1)[C:19]1[S:20][CH:21]=[CH:22][CH:23]=1)C.ClC(OC1C=CC=CC=1)=O.ClC(OCC(Cl)(Cl)Cl)=O.C(=O)([O-])N>[Zn].C(O)=O>[CH3:13][NH:14][CH2:16][CH2:17][CH:18]([O:24][C:25]1[C:34]2[C:29](=[CH:30][CH:31]=[CH:32][CH:33]=2)[CH:28]=[CH:27][CH:26]=1)[C:19]1[S:20][CH:21]=[CH:22][CH:23]=1 |^1:11|. Reported procedure: Synthesis of duloxetine is described in detail in EP-A-273 658, EP-A-457 559 and EP-A-650965, starting from 2-acetylthiophene, an aminomethylation with dimethylamine and formaldehyde (Mannich reaction) is carried out in step-A. The 3-dimethylamino-1-(2-thienyl)-1-propanone formed is reduced to the corresponding alcohol 1-hydroxy-1-(2-thenyl)-3-dimethylaminopropane by means of complex hydrides in step B. The alcohol is then converted in step C with an alkali metal hydride and 1-fluoro-naphthalene... Starting materials: CC=1C(=C(C=C(C1)[N+](=O)[O-])CNC(OC(C)(C)C)=O)N1CCN(CC1)C (tert-butyl N-{[3-methyl-2-(4-methylpiperazin-1-yl)-5-nitrophenyl]methyl}carbamate), C(C)(=O)Cl (acetyl chloride). Run in CO (MeOH), CO (MeOH). Conditions: time 30 minute. Yields the product CC=1C(=C(C=C(C1)[N+](=O)[O-])CN)N1CCN(CC1)C ([3-Methyl-2-(4-methylpiperazin-1-yl)-5-nitrophenyl]methanamine). Yield: 99.7%. Reaction SMILES: C(Cl)(=O)C.[CH3:5][C:6]1[C:7]([N:24]2[CH2:29][CH2:28][N:27]([CH3:30])[CH2:26][CH2:25]2)=[C:8]([CH2:15][NH:16]C(=O)OC(C)(C)C)[CH:9]=[C:10]([N+:12]([O-:14])=[O:13])[CH:11]=1>CO>[CH3:5][C:6]1[C:7]([N:24]2[CH2:25][CH2:26][N:27]([CH3:30])[CH2:28][CH2:29]2)=[C:8]([CH2:15][NH2:16])[CH:9]=[C:10]([N+:12]([O-:14])=[O:13])[CH:11]=1. Procedure details: 1.2 mL of acetyl chloride was slowly added to 10 mL of MeOH at 0° C. The solution was stirred for 30 min at room temperature and then tert-butyl N-{[3-methyl-2-(4-methylpiperazin-1-yl)-5-nitrophenyl]methyl}carbamate (300 mg, 0.82 mmol) dissolved in 5 mL of MeOH was added. The reaction mixture was stirred for 2 h and then evaporated. The residue was dissolved in 15 mL of water and washed with diethyl ether. The aqueous layer was made alkaline (pH=10) with an aqueous NaOH 1M and extracted with DCM... The reactants are COC1=CC2=CC[C@H]3[C@@H]4CCC([C@@]4(C)CC[C@@H]3[C@]2(CC1)C)=O (3-methoxy-3,5-androstadien-17-one), lithium enolate, methyl ester, COCC(=O)O (methoxyacetic acid). The product is methyl ester, O[C@@]1(C(C(=O)O)OC)CC[C@H]2[C@@H]3CC=C4C=C(CC[C@]4(C)[C@H]3CC[C@]12C)OC (17β-hydroxy-3,20-dimethoxy-3,5-pregnadiene-21-oic acid). RXN SMILES: [CH3:1][O:2][C:3]1[CH2:20][CH2:19][C@@:18]2([CH3:21])[C:5](=[CH:6][CH2:7][C@@H:8]3[C@@H:17]2[CH2:16][CH2:15][C@@:13]2([CH3:14])[C@H:9]3[CH2:10][CH2:11][C:12]2=[O:22])[CH:4]=1.[CH3:23][O:24][CH2:25][C:26]([OH:28])=[O:27]>>[OH:22][C@@:12]1([C@:13]2([CH3:14])[C@H:9]([C@H:8]3[C@H:17]([CH2:16][CH2:15]2)[C@:18]2([CH3:21])[C:5]([CH:4]=[C:3]([O:2][CH3:1])[CH2:20][CH2:19]2)=[CH:6][CH2:7]3)[CH2:10][CH2:11]1)[CH:25]([O:24][CH3:23])[C:26]([OH:28])=[O:27]. Reported procedure: Under the conditions described in Example 1, 15 g. of 3-methoxy-3,5-androstadien-17-one is reacted with the lithium enolate of the methyl ester of methoxyacetic acid. After recrystallization of the crude product from methylene chloride/ether, 17.8 g. of the methyl ester of 17β-hydroxy-3,20-dimethoxy-3,5-pregnadiene-21-oic acid is obtained, m.p. 182°-185°. Starting materials: OC1(c2ccc(Br)cc2)CCCC1, Cc1ccc(S(=O)(=O)O)cc1, Cc1ccccc1. Product: Brc1ccc(C2=CCCC2)cc1. As a reaction SMILES: [Br:1][c:2]1[cH:3][cH:4][c:5]([C:8]2([OH:13])[CH2:9][CH2:10][CH2:11][CH2:12]2)[cH:6][cH:7]1.[CH3:14][c:15]1[cH:16][cH:17][c:18]([S:19](=[O:20])(=[O:21])[OH:22])[cH:23][cH:24]1.[CH3:25][c:26]1[cH:27][cH:28][cH:29][cH:30][cH:31]1>>[Br:1][c:2]1[cH:3][cH:4][c:5]([C:8]2=[CH:9][CH2:10][CH2:11][CH2:12]2)[cH:6][cH:7]1.